Dataset: the Open Reaction Database (ORD), a public repository of structured organic reaction records. Task: describe an organic reaction: reactants, conditions, products, and yield Reactants: B(=O)[O-].B(=O)[O-].[Ba+2] (barium metaborate), C(CCCCCCCCCCCCCCCCC)(=O)[O-].[Na+] (sodium stearate), [Al] (aluminum). Solvent: O (water). Reaction conditions: temperature 70 celsius, time 1 hour. The product is C(CCCCCCCCCCCCCCCCC)(=O)[O-].[Al+3].C(CCCCCCCCCCCCCCCCC)(=O)[O-].C(CCCCCCCCCCCCCCCCC)(=O)[O-] (aluminum stearate). Reaction SMILES: B([O-])=O.B([O-])=O.[Ba+2].[C:8]([O-:27])(=[O:26])[CH2:9][CH2:10][CH2:11][CH2:12][CH2:13][CH2:14][CH2:15][CH2:16][CH2:17][CH2:18][CH2:19][CH2:20][CH2:21][CH2:22][CH2:23][CH2:24][CH3:25].[Na+].[Al:29]>O>[C:8]([O-:27])(=[O:26])[CH2:9][CH2:10][CH2:11][CH2:12][CH2:13][CH2:14][CH2:15][CH2:16][CH2:17][CH2:18][CH2:19][CH2:20][CH2:21][CH2:22][CH2:23][CH2:24][CH3:25].[Al+3:29].[C:8]([O-:27])(=[O:26])[CH2:9][CH2:10][CH2:11][CH2:12][CH2:13][CH2:14][CH2:15][CH2:16][CH2:17][CH2:18][CH2:19][CH2:20][CH2:21][CH2:22][CH2:23][CH2:24][CH3:25].[C:8]([O-:27])(=[O:26])[CH2:9][CH2:10][CH2:11][CH2:12][CH2:13][CH2:14][CH2:15][CH2:16][CH2:17][CH2:18][CH2:19][CH2:20][CH2:21][CH2:22][CH2:23][CH2:24][CH3:25] |f:0.1.2,3.4,7.8.9.10|. Procedure details: To 150 parts of water was added 50 parts of barium metaborate and the mixture was heated to 70±5° C. Then, 3 parts of sodium stearate and 3 parts of aluminum polychloride were added and the mixture was stirred at 70±5° C. for about 1 hour. It was then subjected to dehydration, drying and pulverization to give aluminum stearate-treated barium metaborate.